From a dataset of the Open Reaction Database (ORD), a public repository of structured organic reaction records. describe an organic reaction: reactants, conditions, products, and yield Starting materials: [H-].[Na+] (NaH), FC1=C(C=CC=C1)CC(=O)OC (methyl 2-(2-fluorophenyl)acetate), ClC(COCC(Cl)Cl)Cl (dichloroethyl ether). The reagents and catalysts are [Br-].C(CCC)[N+](CCCC)(CCCC)CCCC (tetrabutylammonium bromide). The solvent is C1CCOC1 (THF). Run at temperature 0 celsius, time 10 minute. Product: FC1=C(C=CC=C1)C1(CCOCC1)C(=O)OC (Methyl 4-(2-fluorophenyl)-tetrahydro-2H-pyran-4-carboxylate). Yield: 52.5%. RXN SMILES: [F:1][C:2]1[CH:7]=[CH:6][CH:5]=[CH:4][C:3]=1[CH2:8][C:9]([O:11][CH3:12])=[O:10].[H-].[Na+].Cl[CH:16](Cl)[CH2:17][O:18][CH2:19][CH:20](Cl)Cl>C1COCC1.[Br-].C([N+](CCCC)(CCCC)CCCC)CCC>[F:1][C:2]1[CH:7]=[CH:6][CH:5]=[CH:4][C:3]=1[C:8]1([C:9]([O:11][CH3:12])=[O:10])[CH2:20][CH2:19][O:18][CH2:17][CH2:16]1 |f:1.2,5.6|. Reported procedure: To an ice-bath cooled, stirred solution of methyl 2-(2-fluorophenyl)acetate (3.4 g, 20 mmol) in THF (100 mL) was added NaH (1.8 g, 44 mmol). The reaction was stirred at 0° C. for 10 minutes and then dichloroethyl ether (2.7 mL, 22 mmol) and tetrabutylammonium bromide (0.33 g, 1.0 mmol) were added sequentially. The yellow reaction mixture was stirred for 16 hours at room temperature and then quenched with a saturated ammonium chloride solution. The aqueous layer was extracted with EtOAc (3×60 mL)... Reactants: NC1=C(C#N)C=CC(=C1)N[C@H]1[C@H](CCCC1)N (rel-2-amino-4-{[(1R,2S)-2-aminocyclohexyl]amino}benzonitrile), ClC1=NC(=CC(=C1)C)C (2-chloro-4,6-dimethylpyridine), C([O-])([O-])=O.[Cs+].[Cs+] (cesium carbonate), CC1(C2=C(C(=CC=C2)P(C3=CC=CC=C3)C4=CC=CC=C4)OC5=C(C=CC=C51)P(C6=CC=CC=C6)C7=CC=CC=C7)C (Xantphos). The reagents and catalysts are C(C)(=O)[O-].[Pd+2].C(C)(=O)[O-] (palladium(II) acetate). Run at temperature 90 celsius, time 3 hour. Product: N[C@@H]1[C@@H](CCCC1)NC1=CC(=C(C#N)C=C1)NC1=NC(=CC(=C1)C)C (rel-4-{[(1R,2S)-2-aminocyclohexyl]amino}-2-[(4,6-dimethylpyridin-2-yl)amino]benzonitrile). As a reaction SMILES: [NH2:1][C:2]1[CH:9]=[C:8]([NH:10][C@@H:11]2[CH2:16][CH2:15][CH2:14][CH2:13][C@@H:12]2[NH2:17])[CH:7]=[CH:6][C:3]=1[C:4]#[N:5].Cl[C:19]1[CH:24]=[C:23]([CH3:25])[CH:22]=[C:21]([CH3:26])[N:20]=1.C(=O)([O-])[O-].[Cs+].[Cs+].CC1(C)C2C(=C(P(C3C=CC=CC=3)C3C=CC=CC=3)C=CC=2)OC2C(P(C3C=CC=CC=3)C3C=CC=CC=3)=CC=CC1=2>C([O-])(=O)C.[Pd+2].C([O-])(=O)C>[NH2:17][C@H:12]1[CH2:13][CH2:14][CH2:15][CH2:16][C@H:11]1[NH:10][C:8]1[CH:7]=[CH:6][C:3]([C:4]#[N:5])=[C:2]([NH:1][C:19]2[CH:24]=[C:23]([CH3:25])[CH:22]=[C:21]([CH3:26])[N:20]=2)[CH:9]=1 |f:2.3.4,6.7.8|. Procedure details: A mixture of rel-2-amino-4-{[(1R,2S)-2-aminocyclohexyl]amino}benzonitrile (100 mg, 0.430 mmol), 2-chloro-4,6-dimethylpyridine (65 mg, 0.46 mmol), palladium(II) acetate (12 mg, 0.053 mmol), cesium carbonate (284 mg, 0.860 mmol) and Xantphos (58 mg, 0.10 mmol) was purged with nitrogen. To this mixture was added 1,4-dioxane (10 mL), and the reaction mixture was heated to 90° C. under a nitrogen atmosphere. After 3 hours, the reaction mixture was cooled to ambient temperature and concentrated under ... The reactants are CCN=C=NCCCN(C)C (EDCI), BrC=1C=CC(=C(C(=O)O)C1)OC=1C=NC(=CC1)Cl (5-bromo-2-(6-chloropyridin-3-yloxy)benzoic acid), C=1C=CC2=C(C1)N=NN2O (HOBT), CCN(C(C)C)C(C)C (DIPEA). The solvent is C(Cl)Cl (DCM). Run at temperature 0 celsius, time 30 minute. Yields the product BrC=1C=CC(=C(C(=O)N(CC)CC)C1)OC=1C=NC(=CC1)Cl (5-bromo-2-(6-chloropyridin-3-yloxy)-N,N-diethylbenzamide). Isolated yield 55.8%. As a reaction SMILES: [Br:1][C:2]1[CH:3]=[CH:4][C:5]([O:11][C:12]2[CH:13]=[N:14][C:15]([Cl:18])=[CH:16][CH:17]=2)=[C:6]([CH:10]=1)[C:7]([OH:9])=O.C1C=CC2N(O)N=NC=2C=1.[CH3:29][CH2:30][N:31](C(C)C)[CH:32](C)[CH3:33].CCN=C=NCCCN(C)C>C(Cl)Cl>[Br:1][C:2]1[CH:3]=[CH:4][C:5]([O:11][C:12]2[CH:13]=[N:14][C:15]([Cl:18])=[CH:16][CH:17]=2)=[C:6]([CH:10]=1)[C:7]([N:31]([CH2:32][CH3:33])[CH2:30][CH3:29])=[O:9]. Reported procedure: A mixture of compound 5-bromo-2-(6-chloropyridin-3-yloxy)benzoic acid (1.28 Kg, 4.44 mol), DEA (461 mL, 4.44 mol), HOBT (600 g, 4.44 mol), DIPEA (1.547 L, 8.88 mol) in anhydrous DCM (8 L) was cooled to 0° C. and EDCI (851.2 g, 4.44 mol, 1 eq) was added. The mixture was stirred at 0° C. for 30 minutes and then at RT overnight. The reaction mixture was washed with an aqueous, saturated solution of NaHCO3, brine and water. The organic phase was separated, dried over MgSO4 and concentrated under red... Reactants: COC(=O)C=Cc1ccc2c(c1)C(=O)NC1(CCN(CCc3ccccc3)CC1)O2, Cl, [Na+], C1COCCO1, [OH-], O. Yields the product O=C(O)C=Cc1ccc2c(c1)C(=O)NC1(CCN(CCc3ccccc3)CC1)O2. As a reaction SMILES: [CH3:1][O:2][C:3]([CH:4]=[CH:5][c:6]1[cH:7][cH:8][c:9]2[c:10]([cH:29]1)[C:11](=[O:28])[NH:12][C:13]1([O:14]2)[CH2:15][CH2:16][N:17]([CH2:20][CH2:21][c:22]2[cH:23][cH:24][cH:25][cH:26][cH:27]2)[CH2:18][CH2:19]1)=[O:30].[ClH:33].[Na+:32].[O:34]1[CH2:35][CH2:36][O:37][CH2:38][CH2:39]1.[OH-:31].[OH2:40]>>[O:2]=[C:3]([CH:4]=[CH:5][c:6]1[cH:7][cH:8][c:9]2[c:10]([cH:29]1)[C:11](=[O:28])[NH:12][C:13]1([O:14]2)[CH2:15][CH2:16][N:17]([CH2:20][CH2:21][c:22]2[cH:23][cH:24][cH:25][cH:26][cH:27]2)[CH2:18][CH2:19]1)[OH:30]. Starting materials: CC1=CC=C(C=C1)C(=CCO)C1=CC=C(C=C1)C (3,3-di-(4-methylphenyl)-prop-2-en-1-ol), C(CCC)P(CCCC)CCCC (tributylphosphine), C(C)OC([C@H](CC1=CC=C(C=C1)O)OCC)=O ((2S)-2-ethoxy-3-(4-hydroxy-phenyl)-propionic acid ethyl ester), azodicarboxylic dipiperidide. Yields the product C(C)OC([C@H](CC1=CC=C(C=C1)OCC=C(C1=CC=C(C=C1)C)C1=CC=C(C=C1)C)OCC)=O ((2S)-3-[4-(3,3-Di-p-tolyl-allyloxy)-phenyl]-2-ethoxy-propionic acid ethyl ester). The yield is 39.5%. RXN SMILES: [CH3:1][C:2]1[CH:7]=[CH:6][C:5]([C:8]([C:12]2[CH:17]=[CH:16][C:15]([CH3:18])=[CH:14][CH:13]=2)=[CH:9][CH2:10][OH:11])=[CH:4][CH:3]=1.C(P(CCCC)CCCC)CCC.[CH2:32]([O:34][C:35](=[O:48])[C@@H:36]([O:45][CH2:46][CH3:47])[CH2:37][C:38]1[CH:43]=[CH:42][C:41](O)=[CH:40][CH:39]=1)[CH3:33]>>[CH2:32]([O:34][C:35](=[O:48])[C@@H:36]([O:45][CH2:46][CH3:47])[CH2:37][C:38]1[CH:43]=[CH:42][C:41]([O:11][CH2:10][CH:9]=[C:8]([C:12]2[CH:13]=[CH:14][C:15]([CH3:18])=[CH:16][CH:17]=2)[C:5]2[CH:4]=[CH:3][C:2]([CH3:1])=[CH:7][CH:6]=2)=[CH:40][CH:39]=1)[CH3:33]. Reported procedure: Reaction of 3,3-di-(4-methylphenyl)-prop-2-en-1-ol (1.0 g, 4.20 mmol), tributylphosphine (1.27 g, 6.30 mmol), (2S)-2-ethoxy-3-(4-hydroxy-phenyl)-propionic acid ethyl ester (1.10 g, 4.62 mmol) and azodicarboxylic dipiperidide (1.59 g, 6.30 mmol) in an identical manner to example 3 gave the title compound (0.76 g, 39%). Starting materials: BrC1=C2C=CC=NC2=C(C(=C1)Br)N (5,7-dibromo-8-aminoquinoline), C1(=CC=CC=C1)B(O)O (phenylboronic acid), [F-].[Cs+] (CsF). Reagents/catalysts: CC(=O)[O-].CC(=O)[O-].[Pd+2] (Pd(OAc)2), C1(=CC=CC=C1)P(C=1[C-](C=CC1)N(C)C)C1=CC=CC=C1.[CH-]1C=CC=C1.[Fe+2] (2-Diphenylphosphino-dimethylaminoferrocene). Solvent: O1CCOCC1 (1,4-dioxane). Yields the product C1(=CC=CC=C1)C1=C2C=CC=NC2=C(C(=C1)C1=CC=CC=C1)N (5,7-Diphenyl-8-aminoquinoline). Yield: 175.9%. As a reaction SMILES: Br[C:2]1[CH:11]=[C:10](Br)[C:9]([NH2:13])=[C:8]2[C:3]=1[CH:4]=[CH:5][CH:6]=[N:7]2.[C:14]1(B(O)O)[CH:19]=[CH:18][CH:17]=[CH:16][CH:15]=1.[F-].[Cs+]>O1CCOCC1.CC([O-])=O.CC([O-])=O.[Pd+2].C1(P(C2C=CC=CC=2)C2[C-](N(C)C)C=CC=2)C=CC=CC=1.[CH-]1C=CC=C1.[Fe+2]>[C:14]1([C:2]2[CH:11]=[C:10]([C:2]3[CH:11]=[CH:10][CH:9]=[CH:8][CH:3]=3)[C:9]([NH2:13])=[C:8]3[C:3]=2[CH:4]=[CH:5][CH:6]=[N:7]3)[CH:19]=[CH:18][CH:17]=[CH:16][CH:15]=1 |f:2.3,5.6.7,8.9.10|. Reported procedure: According to General Procedure A, a mixture of 5,7-dibromo-8-aminoquinoline (14 g, 100 mg, 0.33 mmol), phenylboronic acid (60 mg, 0.50 mmol), CsF (150 mg, 0.99 mmol), Pd(OAc)2 (1.3 mg, 0.007 mmol) and ligand 12f (5.3 mg, 0.013 mmol) in 1,4-dioxane (2.5 mL) was heated to reflux, cooled and filtered. After evaporation of the solvent, recrystallization from Et2O/hexane gave 51g (86 mg, 88%) as colorless crystals. mp: 100-102° C. (Et2O/hexane). IR (KBr): vmax 3450, 3347, 3050, 3023, 1583 cm−1. 1H NM... Reactants: COc1ccccc1S, C[O-], CCO, CC(O)(C(=O)Nc1ccc(I)cc1Cl)C(F)(F)F, [Na+], c1ccc(P(c2ccccc2)(c2ccccc2)[Pd](P(c2ccccc2)(c2ccccc2)c2ccccc2)(P(c2ccccc2)(c2ccccc2)c2ccccc2)P(c2ccccc2)(c2ccccc2)c2ccccc2)cc1. As a reaction SMILES: [CH3:19][O:20][c:21]1[c:22]([SH:27])[cH:23][cH:24][cH:25][cH:26]1.[CH3:28][O-:29].[CH3:31][CH2:32][OH:33].[Cl:1][c:2]1[c:3]([NH:9][C:10]([C:11]([C:12]([F:13])([F:14])[F:15])([CH3:16])[OH:17])=[O:18])[cH:4][cH:5][c:6]([I:8])[cH:7]1.[Na+:30].[cH:34]1[cH:35][cH:36][c:37]([P:38]([Pd:39]([P:40]([c:41]2[cH:42][cH:43][cH:44][cH:45][cH:46]2)([c:47]2[cH:48][cH:49][cH:50][cH:51][cH:52]2)[c:53]2[cH:54][cH:55][cH:56][cH:57][cH:58]2)([P:59]([c:60]2[cH:61][cH:62][cH:63][cH:64][cH:65]2)([c:66]2[cH:67][cH:68][cH:69][cH:70][cH:71]2)[c:72]2[cH:73][cH:74][cH:75][cH:76][cH:77]2)[P:78]([c:79]2[cH:80][cH:81][cH:82][cH:83][cH:84]2)([c:85]2[cH:86][cH:87][cH:88][cH:89][cH:90]2)[c:91]2[cH:92][cH:93][cH:94][cH:95][cH:96]2)([c:97]2[cH:98][cH:99][cH:100][cH:101][cH:102]2)[c:103]2[cH:104][cH:105][cH:106][cH:107][cH:108]2)[cH:109][cH:110]1>>[Cl:1][c:2]1[c:3]([NH:9][C:10]([C:11]([C:12]([F:13])([F:14])[F:15])([CH3:16])[OH:17])=[O:18])[cH:4][cH:5][c:6]([S:27][c:22]2[c:21]([O:20][CH3:19])[cH:26][cH:25][cH:24][cH:23]2)[cH:7]1. Yields the product COc1ccccc1Sc1ccc(NC(=O)C(C)(O)C(F)(F)F)c(Cl)c1.